From a dataset of the Open Reaction Database (ORD), a public repository of structured organic reaction records. describe an organic reaction: reactants, conditions, products, and yield The reactants are C([O-])(O)=O.[Na+] (sodium bicarbonate), ClC(CCCCC)O (chloro-1-hexanol), O1CCCC=C1 (dihydropyran), tosic acid monohydrate. Solvent: C(Cl)Cl (methylene chloride). Reaction conditions: time 18 hour. Yields the product ClCCCCCCOC1OCCCC1 (2-(6-chlorohexyloxy)tetrahydropyran). RXN SMILES: [Cl:1][CH:2](O)[CH2:3][CH2:4][CH2:5][CH2:6]C.[O:9]1[CH:14]=[CH:13][CH2:12][CH2:11][CH2:10]1.[C:15](=[O:18])(O)[O-].[Na+]>C(Cl)Cl>[Cl:1][CH2:2][CH2:3][CH2:4][CH2:5][CH2:6][CH2:15][O:18][CH:14]1[CH2:13][CH2:12][CH2:11][CH2:10][O:9]1 |f:2.3|. Procedure details: To a solution of 14.3-7g of 6 chloro-1-hexanol and 10.39 g of dihydropyran in 30 ml of methylene chloride was added 0.95 g of tosic acid monohydrate, and the mixture was stirred at room temperature for 18 hours, poured into 50 ml of a saturated sodium bicarbonate aqueous solution, stirred for 10 minutes and extracted three times with 100 ml of chloroform. The extracts were combined, washed with a saturated sodium bicarbonate aqueous solution and a saturated sodium chloride aqueous solution, drie... Reactants: Cl.C(C)(=N)N (Acetamidine hydrochloride), solution, C(C)OC=C(C(=O)OCC)C(=O)OCC (Diethyl ethoxymethylenemalonate). Run in [O-]CC.[Na+] (sodium ethoxide), C(C)O (ethanol), ClCCl (dichloromethane). Conditions: time 5 minute. The product is CC=1NC(C(=CN1)C(=O)OCC)=O (Ethyl 2-Methyl-pyrimidin-6(1H)-one-5-carboxylate). Yield: 26.4%. Reaction SMILES: Cl.[C:2]([NH2:5])(=[NH:4])[CH3:3].C([O:8][CH:9]=[C:10]([C:16](OCC)=O)[C:11]([O:13][CH2:14][CH3:15])=[O:12])C>[O-]CC.[Na+].C(O)C.ClCCl>[CH3:3][C:2]1[NH:4][C:9](=[O:8])[C:10]([C:11]([O:13][CH2:14][CH3:15])=[O:12])=[CH:16][N:5]=1 |f:0.1,3.4|. Procedure: Acetamidine hydrochloride (37.16 g, 0.39 mole) was stirred in sodium ethoxide in ethanol (73 mL of a 21% solution, 0.20 mole) for 5 minutes. Diethyl ethoxymethylenemalonate (31.5 mL, 0.15 mole) was added, and the reaction mixture was refluxed for 5 h. The reaction mixture was allowed to cool to room temperature overnight, and diluted with dichloromethane (100 mL). The solution was filtered, washing the solid cake with dichloromethane. The filtrate was concentrated at reduced pressure. The residu... Reported procedure: 250 ml of n-butyl lithium (1.6M in hexane) are added to 39 ml of 4-bromo-fluoro-benzene in 400 ml of tetrahydrofuran within a period of 45 minutes with stirring at −70° C. The mixture is stirred for a further 30 minutes and then 53 ml of chloromethyl-dimethyl-chlorosilane dissolved in 50 ml of tetrahydrofuran are added dropwise. The mixture is stirred at −70° C. for a further 30 minutes and the temperature of the reaction mixture is then allowed to rise to 0° C. The reaction mixture is poured on... Run in O1CCCC1 (tetrahydrofuran), O1CCCC1 (tetrahydrofuran). The product is ClC[Si](C1=CC=C(C=C1)F)(C)C (Chloromethyl-dimethyl-(4-fluorophenyl)-silane). Reactants: ClC[Si](Cl)(C)C (chloromethyl-dimethyl-chlorosilane), C(CCC)[Li] (n-butyl lithium), BrC1=CC=C(C=C1)F (4-bromo-fluoro-benzene), ice, C(C)OCC (diethyl ether). As a reaction SMILES: C([Li])CCC.Br[C:7]1[CH:12]=[CH:11][C:10]([F:13])=[CH:9][CH:8]=1.[Cl:14][CH2:15][Si:16]([CH3:19])([CH3:18])Cl.C(OCC)C>O1CCCC1>[Cl:14][CH2:15][Si:16]([CH3:19])([CH3:18])[C:7]1[CH:12]=[CH:11][C:10]([F:13])=[CH:9][CH:8]=1. Reaction conditions: temperature -70 celsius. Reactants: ClC1=CC=C(C=C1)C1=NN(C2=C1CN(CC2)C(C)=O)CCCN2CCN(CC2)C2=C(C=CC=C2)F (1-(3-(4-Chloro-phenyl)-1-{3-[4-(2-fluoro-phenyl)-Piperazin-1-yl]-propyl}-1,4,6,7-tetrahydro-pyrazolo[4,3-c]pyridin-5-yl)-ethanone), ClC1=CC=C(C=C1)C1=NN(C2=C1CN(CC2)C(C)=O)CCCCl (1-[3-(4-Chloro-phenyl)-1-(3-chloro-propyl)-1,4,6,7-tetrahydro-pyrazolo[4,3-c]pyridin-5-yl]-ethanone), C(=O)([O-])[O-].[K+].[K+] (K2CO3), FC1=C(C=CC=C1)N1CCNCC1 (1-(2-fluorophenyl)piperazine). The reagents and catalysts are [N+](CCCC)(CCCC)(CCCC)CCCC.[I-] (Bu4NI). The solvent is CC#N (CH3CN), CO.CCOC(=O)C (MeOH EtOAc), CC#N (CH3CN). Run at time 7 day. The product is ClC1=CC=C(C=C1)C1=NNC2=C1CN(CC2)C(C)=O (1-[3-(4-Chloro-Phenyl)-1,4,6,7-tetrahydro-pyrazolo[4,3-c]pyridin-5-yl]-ethanone). Yield: 41.0%. As a reaction SMILES: [Cl:1][C:2]1[CH:7]=[CH:6][C:5]([C:8]2[C:12]3[CH2:13][N:14]([C:17](=[O:19])[CH3:18])[CH2:15][CH2:16][C:11]=3[N:10](CCCN3CCN(C4C=CC=CC=4F)CC3)[N:9]=2)=[CH:4][CH:3]=1.ClC1C=CC(C2C3CN(C(=O)C)CCC=3N(CCCCl)N=2)=CC=1.FC1C=CC=CC=1N1CCNCC1.C([O-])([O-])=O.[K+].[K+]>CC#N.[N+](CCCC)(CCCC)(CCCC)CCCC.[I-].CO.CCOC(C)=O>[Cl:1][C:2]1[CH:3]=[CH:4][C:5]([C:8]2[C:12]3[CH2:13][N:14]([C:17](=[O:19])[CH3:18])[CH2:15][CH2:16][C:11]=3[NH:10][N:9]=2)=[CH:6][CH:7]=1 |f:3.4.5,7.8,9.10|. Procedure: To a stirred solution of 50 g (0.35 mol) of N-acetyl-4-piperidone and 31 g (0.35 mol) of morpholine in benzene (350 mL) was added a catalytic amount (˜0.25 g) of p-toluenesulfonic acid. The mixture was heated to reflux for 10 h with a Dean-Stark trap. The solvent was removed under reduced pressure to give a brown oil. The crude product was diluted with CH2Cl2 (175 mL) and 50.0 mL (0.35 mol) of Et3N was added. The mixture was cooled to 0° C. and a solution of 45.0 mL (0.35 mol) of 4-chlorobenzoyl... Reactants: C=1(C(=CC=CC1)S(=O)(=O)C[N+]#[C-])C (toluenesulfonylmethyl isocyanide), C([O-])([O-])=O.[K+].[K+] (potassium carbonate), FC1=CC=C(N)C=C1 (4-fluoroaniline), C(C=O)(=O)OCC (ethyl glyoxylate). The solvent is C(C)O (ethanol), C1(=CC=CC=C1)C (toluene), [Cl-].[Na+].O (Brine). Conditions: time 1 hour. The product is FC1=CC=C(C=C1)N1C=NC=C1C(=O)OCC (ethyl 1-(4-fluorophenyl)-1H-imidazole-5-carboxylate). RXN SMILES: [F:1][C:2]1[CH:8]=[CH:7][C:5]([NH2:6])=[CH:4][CH:3]=1.[C:9]([O:13][CH2:14][CH3:15])(=[O:12])[CH:10]=O.C1(C)C(S([CH2:25][N+:26]#[C-:27])(=O)=O)=CC=CC=1.C(=O)([O-])[O-].[K+].[K+]>C1(C)C=CC=CC=1.[Cl-].[Na+].O.C(O)C>[F:1][C:2]1[CH:8]=[CH:7][C:5]([N:6]2[C:10]([C:9]([O:13][CH2:14][CH3:15])=[O:12])=[CH:27][N:26]=[CH:25]2)=[CH:4][CH:3]=1 |f:3.4.5,7.8.9|. Procedure: A mixture of 4-fluoroaniline (2.8 g, 25.0 mmol), ethyl glyoxylate (50% solution, 5.14 g, 25.0 mmol), in toluene (30 mL) was refluxed overnight. The reaction was filtered and concentrated in vacuo. To the residue was added ethanol (30 mL), toluenesulfonylmethyl isocyanide (TOSMIC) (4.9 g, 25 mmol), and potassium carbonate (6.9 g, 50.0 mmol) and the mixture was stirred at room temperature for 1 h. Brine was added and mixture was extracted with ethyl acetate. The combined organic layers were dried ... Reaction SMILES: [Br:41][c:42]1[cH:43][c:44]([CH2:45][CH2:46][C:47]([N:48]2[CH2:49][CH2:50][N:51]([CH2:52][CH3:53])[CH2:54][CH2:55]2)=[O:56])[cH:57][cH:58][cH:59]1.[CH3:1][O:2][c:3]1[cH:4][cH:5][c:6]([CH2:7][N:8]([CH2:9][c:10]2[cH:11][cH:12][c:13]([O:14][CH3:15])[cH:16][cH:17]2)[c:18]2[n:19][cH:20][c:21](-[c:22]3[c:23]4[c:27]([n:28][c:29]([N:30]5[CH2:31][CH2:32][O:33][CH2:34][CH2:35]5)[n:36]3)[NH:26][CH2:25][CH2:24]4)[cH:37][n:38]2)[cH:39][cH:40]1.[CH3:60][O:61][c:62]1[cH:63][cH:64][c:65]([CH2:66][N:67]([c:68]2[n:69][cH:70][c:71](-[c:74]3[c:75]4[c:76]([n:77][c:78]([N:80]5[CH2:81][CH2:82][O:83][CH2:84][CH2:85]5)[n:79]3)[N:86]([c:89]3[cH:90][c:91]([CH2:95][CH2:96][C:97](=[O:98])[N:99]5[CH2:100][CH2:101][N:102]([CH2:105][CH3:106])[CH2:103][CH2:104]5)[cH:92][cH:93][cH:94]3)[CH2:87][CH2:88]4)[cH:72][n:73]2)[CH2:107][c:108]2[cH:109][cH:110][c:111]([O:112][CH3:113])[cH:114][cH:115]2)[cH:116][cH:117]1>>[NH2:67][c:68]1[n:69][cH:70][c:71](-[c:74]2[c:75]3[c:76]([n:77][c:78]([N:80]4[CH2:81][CH2:82][O:83][CH2:84][CH2:85]4)[n:79]2)[N:86]([c:89]2[cH:90][c:91]([CH2:95][CH2:96][C:97](=[O:98])[N:99]4[CH2:100][CH2:101][N:102]([CH2:105][CH3:106])[CH2:103][CH2:104]4)[cH:92][cH:93][cH:94]2)[CH2:87][CH2:88]3)[cH:72][n:73]1. Product: CCN1CCN(C(=O)CCc2cccc(N3CCc4c(-c5cnc(N)nc5)nc(N5CCOCC5)nc43)c2)CC1. Starting materials: CCN1CCN(C(=O)CCc2cccc(Br)c2)CC1, COc1ccc(CN(Cc2ccc(OC)cc2)c2ncc(-c3nc(N4CCOCC4)nc4c3CCN4)cn2)cc1, CCN1CCN(C(=O)CCc2cccc(N3CCc4c(-c5cnc(N(Cc6ccc(OC)cc6)Cc6ccc(OC)cc6)nc5)nc(N5CCOCC5)nc43)c2)CC1. Reactants: [OH-].[Na+] (NaOH), C(C1=CC=CC=C1)C1CCNCC1 (4-benzylpiperidine), C(=O)C=C (Acrolein), C1(=CC=CC=C1)[Mg]Cl (phenylmagnesium chloride). Reagents/catalysts: C1CCC2=NCCCN2CC1 (DBU). Run in CCOC(=O)C (EtOAc), C1CCOC1 (THF). Conditions: temperature -15 celsius, time 0.5 hour. The product is C(C1=CC=CC=C1)C1CCN(CC1)CCC(C1=CC=CC=C1)O (4-Benzyl-1-(3-hydroxy-3-phenylprop-1-yl)piperidine). Yield: 85.3%. As a reaction SMILES: [CH2:1]([CH:8]1[CH2:13][CH2:12][NH:11][CH2:10][CH2:9]1)[C:2]1[CH:7]=[CH:6][CH:5]=[CH:4][CH:3]=1.[CH:14]([CH:16]=[CH2:17])=[O:15].[C:18]1([Mg]Cl)[CH:23]=[CH:22][CH:21]=[CH:20][CH:19]=1.[OH-].[Na+]>C1CCN2C(=NCCC2)CC1.CCOC(C)=O.C1COCC1>[CH2:1]([CH:8]1[CH2:13][CH2:12][N:11]([CH2:17][CH2:16][CH:14]([OH:15])[C:18]2[CH:23]=[CH:22][CH:21]=[CH:20][CH:19]=2)[CH2:10][CH2:9]1)[C:2]1[CH:7]=[CH:6][CH:5]=[CH:4][CH:3]=1 |f:3.4|. Reported procedure: To a flame-dried 3-neck flask under a N2 atmosphere with a magnetic stirring bar, 4-benzylpiperidine (5.00 mL, 28 mmol, 1 eq), DBU (42 μL, 0.28 mmol, 0.01 eq), and THF (100 mL) were added, mixed, and cooled to −15° C. using a CCl4/CO2(s) bath. Acrolein (1.87 mL, 28 mmol, 1 eq) was then syringed in slowly during 10 minutes maintaining the temp. at −15° C. After 0.5 hours at −15° C., phenylmagnesium chloride (2.0 M, 14.0 mL, 28 mmol, 1 eq) was syringed in slowly and the contents allowed to slowly ... Starting materials: Cc1cc(C)c(N)c(C)c1, CC(C)O, COc1cc2c(cc1OC)-c1cc(Cl)nc(=O)n1CC2. Product: COc1cc2c(cc1OC)-c1cc(=Nc3c(C)cc(C)cc3C)[nH]c(=O)n1CC2. RXN SMILES: [CH3:21][c:22]1[c:23]([NH2:24])[c:25]([CH3:30])[cH:26][c:27]([CH3:29])[cH:28]1.[CH3:31][CH:32]([OH:33])[CH3:34].[Cl:1][c:2]1[n:3][c:4](=[O:20])[n:5]2[c:6]([cH:19]1)-[c:7]1[cH:8][c:9]([O:17][CH3:18])[c:10]([O:15][CH3:16])[cH:11][c:12]1[CH2:13][CH2:14]2>>[c:2]1(=[N:24][c:23]2[c:22]([CH3:21])[cH:28][c:27]([CH3:29])[cH:26][c:25]2[CH3:30])[nH:3][c:4](=[O:20])[n:5]2[c:6]([cH:19]1)-[c:7]1[cH:8][c:9]([O:17][CH3:18])[c:10]([O:15][CH3:16])[cH:11][c:12]1[CH2:13][CH2:14]2.